Dataset: the Open Reaction Database (ORD), a public repository of structured organic reaction records. Task: describe an organic reaction: reactants, conditions, products, and yield Product: OCC1=NN(C(=C1C(=O)N1CCC(CC1)N1CCCC1)C)C1=CC(=CC=C1)C(F)(F)F ([3-Hydroxymethyl-5-methyl-1-(3-trifluoromethyl-phenyl)-1H-pyrazol-4-yl]-(4-pyrrolidin-1-yl-piperidin-1-yl)-methanone). Reaction conditions: temperature 0 celsius, time 1.5 hour. Reaction SMILES: C[O:2][CH2:3][C:4]1[C:8]([C:9]([N:11]2[CH2:16][CH2:15][CH:14]([N:17]3[CH2:21][CH2:20][CH2:19][CH2:18]3)[CH2:13][CH2:12]2)=[O:10])=[C:7]([CH3:22])[N:6]([C:23]2[CH:28]=[CH:27][CH:26]=[C:25]([C:29]([F:32])([F:31])[F:30])[CH:24]=2)[N:5]=1.B(Br)(Br)Br.C([O-])(O)=O.[Na+]>C(Cl)Cl>[OH:2][CH2:3][C:4]1[C:8]([C:9]([N:11]2[CH2:12][CH2:13][CH:14]([N:17]3[CH2:18][CH2:19][CH2:20][CH2:21]3)[CH2:15][CH2:16]2)=[O:10])=[C:7]([CH3:22])[N:6]([C:23]2[CH:28]=[CH:27][CH:26]=[C:25]([C:29]([F:32])([F:31])[F:30])[CH:24]=2)[N:5]=1 |f:2.3|. Reported procedure: To a solution of 99 mg (0.22 mmol) [3-methoxymethyl-5-methyl-1-(3-trifluoromethyl-phenyl)-1H-pyrazol-4-yl]-(4-pyrrolidin-1-yl-piperidin-1-yl)-methanone (Example 155D]) in 1.8 ml of CH2Cl2 was treated at −30° C. with 0.28 ml BBr3 (1M in dichloromethane, 0.28 mmol). The reaction was warmed up (0° C. for 1 h) and stirred 1.5 h at 0° C. The reaction was treated with saturated NaHCO3-solution. The mixture was extracted with EtOAc (3×), the organic phase was washed with a NaCl solution (10%), dried (N... The solvent is C(Cl)Cl (CH2Cl2). Starting materials: COCC1=NN(C(=C1C(=O)N1CCC(CC1)N1CCCC1)C)C1=CC(=CC=C1)C(F)(F)F ([3-methoxymethyl-5-methyl-1-(3-trifluoromethyl-phenyl)-1H-pyrazol-4-yl]-(4-pyrrolidin-1-yl-piperidin-1-yl)-methanone), B(Br)(Br)Br (BBr3), C(=O)(O)[O-].[Na+] (NaHCO3). Yield: 18.7%. Reactants: CCO, COC(=O)c1c(F)c(OC)cc(OC)c1F, [Na+], [OH-]. Product: COc1cc(OC)c(F)c(C(=O)O)c1F. Reaction SMILES: [CH3:19][CH2:20][OH:21].[CH3:1][O:2][C:3]([c:4]1[c:5]([F:15])[c:6]([O:13][CH3:14])[cH:7][c:8]([O:11][CH3:12])[c:9]1[F:10])=[O:16].[Na+:18].[OH-:17]>>[O:2]=[C:3]([c:4]1[c:5]([F:15])[c:6]([O:13][CH3:14])[cH:7][c:8]([O:11][CH3:12])[c:9]1[F:10])[OH:16]. The reactants are [Li]C(C)(C)C, CCN(CC)CCN1C(=O)C(=O)c2c(Br)cccc21, C1CCOC1, [Li]CCCC, [Cl-], [NH4+], O, c1ccc2[nH]ccc2c1. Yields the product CCN(CC)CCN1C(=O)C(O)(c2cc3ccccc3[nH]2)c2c(Br)cccc21. As a reaction SMILES: [C:15]([Li:16])([CH3:17])([CH3:18])[CH3:19].[CH2:20]([CH3:21])[N:22]([CH2:23][CH2:24][N:25]1[C:26](=[O:27])[C:28](=[O:29])[c:30]2[c:31]([Br:36])[cH:32][cH:33][cH:34][c:35]21)[CH2:37][CH3:38].[CH2:41]1[O:42][CH2:43][CH2:44][CH2:45]1.[CH3:10][CH2:11][CH2:12][CH2:13][Li:14].[Cl-:39].[NH4+:40].[OH2:46].[nH:1]1[cH:2][cH:3][c:4]2[cH:5][cH:6][cH:7][cH:8][c:9]12>>[nH:1]1[c:2]([C:28]2([OH:29])[C:26](=[O:27])[N:25]([CH2:24][CH2:23][N:22]([CH2:20][CH3:21])[CH2:37][CH3:38])[c:35]3[c:30]2[c:31]([Br:36])[cH:32][cH:33][cH:34]3)[cH:3][c:4]2[cH:5][cH:6][cH:7][cH:8][c:9]12.